This data is from the Open Reaction Database (ORD), a public repository of structured organic reaction records. The task is: describe an organic reaction: reactants, conditions, products, and yield Reactants: CCc1c2c(nn1-c1ccccc1)c(=O)[nH]c1ccccc12, CC#N, ClCCl, CN(C)C=O, O=S(Cl)Cl. The product is CCc1c2c(nn1-c1ccccc1)c(Cl)nc1ccccc12. Reaction SMILES: [CH2:10]([CH3:11])[c:12]1[n:13](-[c:26]2[cH:27][cH:28][cH:29][cH:30][cH:31]2)[n:14][c:15]2[c:16](=[O:25])[nH:17][c:18]3[cH:19][cH:20][cH:21][cH:22][c:23]3[c:24]12.[CH3:35][C:36]#[N:37].[Cl:32][CH2:33][Cl:34].[O:5]=[CH:6][N:7]([CH3:8])[CH3:9].[S:1]([Cl:2])([Cl:3])=[O:4]>>[CH2:10]([CH3:11])[c:12]1[n:13](-[c:26]2[cH:27][cH:28][cH:29][cH:30][cH:31]2)[n:14][c:15]2[c:16]([Cl:32])[n:17][c:18]3[cH:19][cH:20][cH:21][cH:22][c:23]3[c:24]12. Reactants: CC(C)c1cc(Cl)cc(C(C)C)c1N=C=O, [H-], [H][H], CC(C)(O)c1cccc(S(N)(=O)=O)c1, [Na+], C1CCOC1. Yields the product CC(C)c1cc(Cl)cc(C(C)C)c1NC(=O)NS(=O)(=O)c1cccc(C(C)(C)O)c1. As a reaction SMILES: [Cl:19][c:20]1[cH:21][c:22]([CH:32]([CH3:33])[CH3:34])[c:23]([N:29]=[C:30]=[O:31])[c:24]([CH:26]([CH3:27])[CH3:28])[cH:25]1.[H-:15].[H:17][H:18].[NH2:1][S:2](=[O:3])(=[O:4])[c:5]1[cH:6][c:7]([C:11]([CH3:12])([CH3:13])[OH:14])[cH:8][cH:9][cH:10]1.[Na+:16].[O:35]1[CH2:36][CH2:37][CH2:38][CH2:39]1>>[NH:1]([S:2](=[O:3])(=[O:4])[c:5]1[cH:6][c:7]([C:11]([CH3:12])([CH3:13])[OH:14])[cH:8][cH:9][cH:10]1)[C:30]([NH:29][c:23]1[c:22]([CH:32]([CH3:33])[CH3:34])[cH:21][c:20]([Cl:19])[cH:25][c:24]1[CH:26]([CH3:27])[CH3:28])=[O:31].